This data is from the Open Reaction Database (ORD), a public repository of structured organic reaction records. The task is: describe an organic reaction: reactants, conditions, products, and yield RXN SMILES: [CH2:18]([CH3:19])[O:20][C:21]([CH:22]([CH2:23][CH:24]([CH2:25][c:26]1[cH:27][cH:28][c:29](-[c:32]2[cH:33][cH:34][cH:35][cH:36][cH:37]2)[cH:30][cH:31]1)[N:38]=[C:39]=[O:40])[CH3:41])=[O:42].[CH:9]([N:10]([CH:11]([CH3:12])[CH3:13])[CH2:14][CH3:15])([CH3:16])[CH3:17].[O:43]=[CH:44][N:45]([CH3:46])[CH3:47].[nH:1]1[n:2][c:3]([C:6](=[O:7])[OH:8])[cH:4][cH:5]1>>[n:1]1([C:39]([NH:38][CH:24]([CH2:23][CH:22]([C:21]([O:20][CH2:18][CH3:19])=[O:42])[CH3:41])[CH2:25][c:26]2[cH:27][cH:28][c:29](-[c:32]3[cH:33][cH:34][cH:35][cH:36][cH:37]3)[cH:30][cH:31]2)=[O:40])[n:2][c:3]([C:6](=[O:7])[OH:8])[cH:4][cH:5]1. Yields the product CCOC(=O)C(C)CC(Cc1ccc(-c2ccccc2)cc1)NC(=O)n1ccc(C(=O)O)n1. Starting materials: CCOC(=O)C(C)CC(Cc1ccc(-c2ccccc2)cc1)N=C=O, CCN(C(C)C)C(C)C, CN(C)C=O, O=C(O)c1cc[nH]n1. Reactants: N1C(=NC2=C1C=CC=C2)CC(=O)C2=CC=CC=C2 (2-(1H-Benzimidazol-2-yl)-1-phenylethanone), C(C)O (ethanol), C(C#C)(=O)OC (methyl propiolate). Run at time 24 hour. Yields the product C(C1=CC=CC=C1)(=O)C=1C=CC(N2C1NC1=C2C=CC=C1)=O (4-benzoylpyrido[1,2-a]-benzimidazol-1(5H)-one). The yield is 36.6%. Reaction SMILES: [NH:1]1[C:5]2[CH:6]=[CH:7][CH:8]=[CH:9][C:4]=2[N:3]=[C:2]1[CH2:10][C:11]([C:13]1[CH:18]=[CH:17][CH:16]=[CH:15][CH:14]=1)=[O:12].C(O)C.[C:22](OC)(=[O:25])[C:23]#[CH:24]>>[C:11]([C:10]1[CH:24]=[CH:23][C:22](=[O:25])[N:1]2[C:5]3[CH:6]=[CH:7][CH:8]=[CH:9][C:4]=3[NH:3][C:2]=12)(=[O:12])[C:13]1[CH:18]=[CH:17][CH:16]=[CH:15][CH:14]=1. Reported procedure: 200 mg (0.733 mmol) of the compound of Example II are dissolved in 5 mL ethanol 70 mg (0.833 mmol) sodium bicarbonate and 70 mg (0.833 mmol) methyl propiolate are added at room temperature and the mixture is stirred for 24 h at room temperature. The solvent is evaporated under vacuum and the crude is stirred with ethyl acetate, filtered and dried to yield 77.3 mg (37% of th.) 4-benzoylpyrido[1,2-a]-benzimidazol-1(5H)-one. The reactants are C(C)C1=NC=C(C#N)C=C1 (6-ethyl-nicotinonitrile), BrN1C(CCC1=O)=O (N-bromosuccinimide), N(=NC(C#N)(C)C)C(C#N)(C)C (2,2′-azo-bis(isobutyronitrile)). Run in C(Cl)(Cl)Cl (chloroform). Yields the product BrC(C)C1=NC=C(C#N)C=C1 (6-(1-Bromo-ethyl)-nicotinonitrile). As a reaction SMILES: [CH2:1]([C:3]1[CH:10]=[CH:9][C:6]([C:7]#[N:8])=[CH:5][N:4]=1)[CH3:2].[Br:11]N1C(=O)CCC1=O.N(C(C)(C)C#N)=NC(C)(C)C#N>C(Cl)(Cl)Cl>[Br:11][CH:1]([C:3]1[CH:10]=[CH:9][C:6]([C:7]#[N:8])=[CH:5][N:4]=1)[CH3:2]. Procedure: A solution of 6-ethyl-nicotinonitrile (synthesis described in WO2008/71404, 1000 mg, 7.57 mmol), N-bromosuccinimide (1632 mg, 9.08 mmol) and 2,2′-azo-bis(isobutyronitrile) (62 mg, 0.38 mmol) in chloroform (12 mL) is heated at reflux for 7 min. After cooling to room temperature, the reaction mixture is filtered and the volatiles are removed under reduced pressure (260 mbar, 55° C.) to yield the product which was used without further purification. Yield: 1597 mg (quant.); ESI mass spectrum: [M+H]+... Starting materials: C(C1=CC=CC=C1)OC1=C(N(C=CC1=O)CCO)CC (3-Benzyloxy-2-ethyl-1-(2-hydroxyethyl)pyridin-4-one), C(C(C)C)(=O)Cl (isobutyryl chloride), CCO (EtOH), C (charcoal). Solvent: CN(C=O)C (dimethylformamide), N1=CC=CC=C1 (pyridine), CCOC(=O)C (EtOAc), N1=CC=CC=C1 (pyridine), C(C)(=O)OCC (ethyl acetate). Product: C(C1=CC=CC=C1)OC1=C(N(C=CC1=O)CCOC(C(C)C)=O)CC (3-Benzyloxy-2-ethyl-1-[2-(α-methylpropionyloxy)ethyl]pyridin-4-one), δ(CDCl3). Yield: 66.0%. RXN SMILES: [CH2:1]([O:8][C:9]1[C:14](=[O:15])[CH:13]=[CH:12][N:11]([CH2:16][CH2:17][OH:18])[C:10]=1[CH2:19][CH3:20])[C:2]1[CH:7]=[CH:6][CH:5]=[CH:4][CH:3]=1.[C:21](Cl)(=[O:25])[CH:22]([CH3:24])[CH3:23].CCO.C>CN(C)C=O.N1C=CC=CC=1.C(OCC)(=O)C>[CH2:1]([O:8][C:9]1[C:14](=[O:15])[CH:13]=[CH:12][N:11]([CH2:16][CH2:17][O:18][C:21](=[O:25])[CH:22]([CH3:24])[CH3:23])[C:10]=1[CH2:19][CH3:20])[C:2]1[CH:3]=[CH:4][CH:5]=[CH:6][CH:7]=1. Reported procedure: 3-Benzyloxy-2-ethyl-1-(2-hydroxyethyl)pyridin-4-one (0.92 g, 0.003 mole, prepared as described in Example 2), was dissolved in a mixture of 30 ml dimethylformamide and 20 ml of pyridine at room temperature whilst stirring under N2. The solution was added dropwise to a mixture of isobutyryl chloride (1.3 ml, 0.012 mole) in 10 ml of pyridine at 0° C. and the resulting solution was then stirred at room temperature overnight under N2. The reaction was monitored by tlc (silica; 50% EtOH:50% EtOAc). T... The product is CNc1n[nH]c2ccc(-c3cc(-c4ccccc4OCC(C)C)[nH]c(=O)n3)cc12. Reaction SMILES: [C:36]([BH3-:37])#[N:38].[CH2:29]=[O:30].[CH3:31][N:32]([CH3:33])[CH:34]=[O:35].[CH3:40][C:41](=[O:42])[OH:43].[NH2:1][c:2]1[n:3][nH:4][c:5]2[cH:6][cH:7][c:8](-[c:11]3[n:12][c:13](=[O:28])[nH:14][c:15](-[c:17]4[c:18]([O:23][CH2:24][CH:25]([CH3:26])[CH3:27])[cH:19][cH:20][cH:21][cH:22]4)[cH:16]3)[cH:9][c:10]12.[Na+:39]>>[NH:1]([c:2]1[n:3][nH:4][c:5]2[cH:6][cH:7][c:8](-[c:11]3[n:12][c:13](=[O:28])[nH:14][c:15](-[c:17]4[c:18]([O:23][CH2:24][CH:25]([CH3:26])[CH3:27])[cH:19][cH:20][cH:21][cH:22]4)[cH:16]3)[cH:9][c:10]12)[CH3:31]. Starting materials: [BH3-]C#N, C=O, CN(C)C=O, CC(=O)O, CC(C)COc1ccccc1-c1cc(-c2ccc3[nH]nc(N)c3c2)nc(=O)[nH]1, [Na+]. Yields the product CSCCC(NC(=O)C(Cc1ccc(OC(C)(C)C)cc1)N(C)C(=O)OC(C)(C)C)C(=O)NCCCc1ccccc1. Reactants: CN(C(=O)OC(C)(C)C)C(Cc1ccc(OC(C)(C)C)cc1)C(=O)O, CCN(C(C)C)C(C)C, Cl, C1CCOC1, O=P(Cl)(c1ccccc1)c1ccccc1, CSCCC(N)C(=O)NCCCc1ccccc1. RXN SMILES: [C:25]([CH3:26])([CH3:27])([CH3:28])[O:29][C:30](=[O:31])[N:32]([CH:33]([CH2:34][c:35]1[cH:36][cH:37][c:38]([O:41][C:42]([CH3:43])([CH3:44])[CH3:45])[cH:39][cH:40]1)[C:46](=[O:47])[OH:48])[CH3:49].[CH:1]([N:2]([CH:3]([CH3:4])[CH3:5])[CH2:6][CH3:7])([CH3:8])[CH3:9].[ClH:50].[O:69]1[CH2:70][CH2:71][CH2:72][CH2:73]1.[c:10]1([P:11]([Cl:12])([c:13]2[cH:14][cH:15][cH:16][cH:17][cH:18]2)=[O:19])[cH:20][cH:21][cH:22][cH:23][cH:24]1.[c:51]1([CH2:57][CH2:58][CH2:59][NH:60][C:61]([CH:62]([NH2:63])[CH2:64][CH2:65][S:66][CH3:67])=[O:68])[cH:52][cH:53][cH:54][cH:55][cH:56]1>>[C:25]([CH3:26])([CH3:27])([CH3:28])[O:29][C:30](=[O:31])[N:32]([CH:33]([CH2:34][c:35]1[cH:36][cH:37][c:38]([O:41][C:42]([CH3:43])([CH3:44])[CH3:45])[cH:39][cH:40]1)[C:46](=[O:47])[NH:63][CH:62]([C:61]([NH:60][CH2:59][CH2:58][CH2:57][c:51]1[cH:52][cH:53][cH:54][cH:55][cH:56]1)=[O:68])[CH2:64][CH2:65][S:66][CH3:67])[CH3:49]. Solvent: CN(C=O)C (dimethylformamide). Yields the product NC1=C2N=C(N(C2=NC(=N1)SCCCO)CC1=CC=CC=C1)O (3-[(6-Amino-9-benzyl-8-hydroxy-2-purinyl)thio]propanol). Procedure details: Crude 6-amino-9-benzyl-8-hydroxy-2-mercaptopurine (200 mg, 0.73 mmol) was suspended in dimethylformamide (100 ml). To the suspension were added potassium carbonate (150 mg, 1.1 mmol) and 3-bromo-1-propanol (0.1 ml, 1 mmol) in order. The mixture was stirred at room temperature for 4 hours. The solvent was removed in vacuo, and the residue was purified by silica gel chromatography (1% methanol/chloroform) to give the subject compound (149 mg, yield 62%). Conditions: time 4 hour. Isolated yield 61.6%. The reactants are NC1=C2N=C(N(C2=NC(=N1)S)CC1=CC=CC=C1)O (6-amino-9-benzyl-8-hydroxy-2-mercaptopurine), C([O-])([O-])=O.[K+].[K+] (potassium carbonate), BrCCCO (3-bromo-1-propanol). As a reaction SMILES: [NH2:1][C:2]1[N:10]=[C:9]([SH:11])[N:8]=[C:7]2[C:3]=1[N:4]=[C:5]([OH:19])[N:6]2[CH2:12][C:13]1[CH:18]=[CH:17][CH:16]=[CH:15][CH:14]=1.C(=O)([O-])[O-].[K+].[K+].Br[CH2:27][CH2:28][CH2:29][OH:30]>CN(C)C=O>[NH2:1][C:2]1[N:10]=[C:9]([S:11][CH2:27][CH2:28][CH2:29][OH:30])[N:8]=[C:7]2[C:3]=1[N:4]=[C:5]([OH:19])[N:6]2[CH2:12][C:13]1[CH:18]=[CH:17][CH:16]=[CH:15][CH:14]=1 |f:1.2.3|. Reactants: C(#N)C=1C=CC(=C(C1)S(=O)(=O)N)N (5-cyano-2-aminobenzenesulfonamide), C1(CCCCC1)C=O (cyclohexanecarboxaldehyde), C(#N)C=1C=CC(=C(C1)S(=O)(=O)N)N (5-cyano-2-aminobenzenesulfonamide), CN(S(=O)(=O)C1=C(C=CC=C1)B(O)O)C (2-(N,N-dimethylsulfamoyl)phenylboronic acid). Yields the product C1(CCCCC1)C1NS(C2=C(N1)C=CC(=C2)C2=C(C=CC=C2)S(N(C)C)(=O)=O)(=O)=O (3-Cyclohexyl-7-(2′-(N,N-dimethylsulfamoyl)phenyl)-1,2,3,4-tetrahydro-1,2,4-benzothiadiazine-1,1-dioxide). As a reaction SMILES: [C:1]([C:3]1[CH:4]=[CH:5][C:6]([NH2:13])=[C:7]([S:9]([NH2:12])(=[O:11])=[O:10])[CH:8]=1)#N.[CH3:14][N:15]([CH3:28])[S:16]([C:19]1C=[CH:23][CH:22]=[CH:21][C:20]=1B(O)O)(=[O:18])=[O:17].[CH:29]1([CH:35]=O)[CH2:34][CH2:33][CH2:32][CH2:31][CH2:30]1>>[CH:29]1([CH:35]2[NH:13][C:6]3[CH:5]=[CH:4][C:3]([C:1]4[CH:23]=[CH:22][CH:21]=[CH:20][C:19]=4[S:16](=[O:18])(=[O:17])[N:15]([CH3:14])[CH3:28])=[CH:8][C:7]=3[S:9](=[O:11])(=[O:10])[NH:12]2)[CH2:34][CH2:33][CH2:32][CH2:31][CH2:30]1. Reported procedure: 5-Iodo-2-aminobenzenesulfonamide (see compound 37) was transformed by Method H (using 2-(N,N-dimethylsulfamoyl)phenylboronic acid) and Method G (using cyclohexanecarboxaldehyde). M.p. 290-300° C.